describe an organic reaction: reactants, conditions, products, and yield From a dataset of the Open Reaction Database (ORD), a public repository of structured organic reaction records. Starting materials: FC(OC1=CC=C(C=C1)C1NCCC2=C1C=CS2)(F)F (4-(4-trifluoromethoxyphenyl)-4,5,6,7-tetrahydro-thieno[3,2-c]pyridine), CN(C=O)C (N,N-dimethylformamide), Cl.CN(CCOC1=CC=C(C(=O)O)C=C1)C (4-(2-dimethylaminoethoxy)benzoic acid hydrochloride), CN(C=O)C (N,N-dimethylformamide), suspension, Cl.CN(CCCN=C=NCC)C (N-(3-dimethylaminopropyl)-N′-ethylcarbodiimide hydrochloride). Run in C(C)N(CC)CC (triethylamine), ClCCl (dichloromethane). Yields the product CN(CCOC1=CC=C(C=C1)C(=O)N1C(C2=C(CC1)SC=C2)C2=CC=C(C=C2)OC(F)(F)F)C ([4-(2-Dimethylaminoethoxy)phenyl]-[4-(4-trifluoromethoxyphenyl)-4,5,6,7-tetrahydro-thieno[3,2-c]pyridin-5-yl]-methanone). As a reaction SMILES: [F:1][C:2]([F:20])([F:19])[O:3][C:4]1[CH:9]=[CH:8][C:7]([CH:10]2[C:15]3[CH:16]=[CH:17][S:18][C:14]=3[CH2:13][CH2:12][NH:11]2)=[CH:6][CH:5]=1.CN(C)C=O.Cl.[CH3:27][N:28]([CH3:41])[CH2:29][CH2:30][O:31][C:32]1[CH:40]=[CH:39][C:35]([C:36](O)=[O:37])=[CH:34][CH:33]=1.Cl.CN(C)CCCN=C=NCC>C(N(CC)CC)C.ClCCl>[CH3:27][N:28]([CH3:41])[CH2:29][CH2:30][O:31][C:32]1[CH:33]=[CH:34][C:35]([C:36]([N:11]2[CH2:12][CH2:13][C:14]3[S:18][CH:17]=[CH:16][C:15]=3[CH:10]2[C:7]2[CH:8]=[CH:9][C:4]([O:3][C:2]([F:1])([F:19])[F:20])=[CH:5][CH:6]=2)=[O:37])=[CH:39][CH:40]=1 |f:2.3,4.5|. Reported procedure: Similarly as described in example 22 using a solution of 4-(4-trifluoromethoxyphenyl)-4,5,6,7-tetrahydro-thieno[3,2-c]pyridine in N,N-dimethylformamide (0.375 M, 0.4 ml, 0.15 mmol), a suspension of 4-(2-dimethylaminoethoxy)benzoic acid hydrochloride in N,N-dimethylformamide (0.375 M, 0.4 ml, 0.15 mmol), triethylamine (42 pi), and 0.25 ml of a suspension of N-(3-dimethylaminopropyl)-N′-ethylcarbodiimide hydrochloride in dichloromethane (1.73 g in 8.3 ml) affords the title compound. Reactants: O=C([O-])[O-], CCI, CN(C)C=O, CCOC(C)=O, Oc1cnccc1-c1cccc2cc(-c3nc(Cl)ncc3F)sc12, [Cs+], [Cs+]. The product is CCOc1cnccc1-c1cccc2cc(-c3nc(Cl)ncc3F)sc12. As a reaction SMILES: [C:25](=[O:26])([O-:27])[O-:28].[CH2:31]([CH3:32])[I:33].[CH3:34][N:35]([CH3:36])[CH:37]=[O:38].[CH3:39][CH2:40][O:41][C:42](=[O:43])[CH3:44].[Cl:1][c:2]1[n:3][cH:4][c:5]([F:24])[c:6](-[c:8]2[cH:9][c:10]3[c:11]([s:12]2)[c:13](-[c:17]2[c:18]([OH:23])[cH:19][n:20][cH:21][cH:22]2)[cH:14][cH:15][cH:16]3)[n:7]1.[Cs+:29].[Cs+:30]>>[Cl:1][c:2]1[n:3][cH:4][c:5]([F:24])[c:6](-[c:8]2[cH:9][c:10]3[c:11]([s:12]2)[c:13](-[c:17]2[c:18]([O:23][CH2:31][CH3:32])[cH:19][n:20][cH:21][cH:22]2)[cH:14][cH:15][cH:16]3)[n:7]1. Reactants: C(#N)C=1C=2C=CC=CC2N=C2C=C3C(=CC12)C=CC=C3 (12-cyano-benz[b]acridine), S(O)(O)(=O)=O (sulfuric acid), Cl (HCl), [OH-].[Na+] (sodium hydroxide). The reagents and catalysts are [Br-].C(CCC)[N+](CCCC)(CCCC)CCCC (tetrabutylammonium bromide). Yields the product Cl.C1=CC=CC=2N=C3C=C4C(=CC3=C(C12)C(=O)O)C=CC=C4 (benz[b]acridine-12-carboxylic acid hydrochloride). Reported procedure: treating 12-cyano-benz[b]acridine with tetrabutylammonium bromide and sulfuric acid, then with a sodium hydroxide solution followed by concentrated HCl to produce benz[b]acridine-12-carboxylic acid hydrochloride; Reaction SMILES: [C:1]([C:3]1[C:4]2[CH:5]=[CH:6][CH:7]=[CH:8][C:9]=2[N:10]=[C:11]2[C:16]=1[CH:15]=[C:14]1[CH:17]=[CH:18][CH:19]=[CH:20][C:13]1=[CH:12]2)#N.S(=O)(=O)(O)[OH:22].[OH-:26].[Na+].[ClH:28]>[Br-].C([N+](CCCC)(CCCC)CCCC)CCC>[ClH:28].[CH:5]1[C:4]2[C:3]([C:1]([OH:22])=[O:26])=[C:16]3[C:11]([CH:12]=[C:13]4[CH:20]=[CH:19][CH:18]=[CH:17][C:14]4=[CH:15]3)=[N:10][C:9]=2[CH:8]=[CH:7][CH:6]=1 |f:2.3,5.6,7.8|. The reactants are ClC=1C=C(C=C(C1)Cl)C1(CC(=NO1)C1=CC(=C(C(=O)NCC(OC)OC)C=C1)C)C(F)(F)F (4-[5-(3,5-dichlorophenyl)-5-trifluoromethyl-4,5-dihydroisoxazole-3-yl]-N-(2,2-dimethoxyethyl)-2-methyl benzoic acid amide), Cl.CON (methoxyamine hydrochloride), C(C)(=O)OCC (ethyl acetate). Run in CO.O (methanol water). Yields the product ClC=1C=C(C=C(C1)Cl)C1(CC(=NO1)C1=CC(=C(C(=O)NCC=NOC)C=C1)C)C(F)(F)F (4-[5-(3,5-Dichlorophenyl)-5-trifluoromethyl-4,5-dihydroisoxazole-3-yl]-N-(2-methoxyiminoethyl)-2-methyl benzoic acid amide). Isolated yield 69.4%. As a reaction SMILES: [Cl:1][C:2]1[CH:3]=[C:4]([C:9]2([C:30]([F:33])([F:32])[F:31])[O:13][N:12]=[C:11]([C:14]3[CH:28]=[CH:27][C:17]([C:18]([NH:20][CH2:21][CH:22](OC)OC)=[O:19])=[C:16]([CH3:29])[CH:15]=3)[CH2:10]2)[CH:5]=[C:6]([Cl:8])[CH:7]=1.Cl.[CH3:35][O:36][NH2:37].C(OCC)(=O)C>CO.O>[Cl:1][C:2]1[CH:3]=[C:4]([C:9]2([C:30]([F:33])([F:32])[F:31])[O:13][N:12]=[C:11]([C:14]3[CH:28]=[CH:27][C:17]([C:18]([NH:20][CH2:21][CH:22]=[N:37][O:36][CH3:35])=[O:19])=[C:16]([CH3:29])[CH:15]=3)[CH2:10]2)[CH:5]=[C:6]([Cl:8])[CH:7]=1 |f:1.2,4.5|. Reported procedure: In a solution of 152 mg of 4-[5-(3,5-dichlorophenyl)-5-trifluoromethyl-4,5-dihydroisoxazole-3-yl]-N-(2,2-dimethoxyethyl)-2-methyl benzoic acid amide (Compound of the present invention No. 5-083) synthesized similarly to Synthetic Example 5 in 14 ml of methanol-water (6:1) mixed solvent, 38 mg of methoxyamine hydrochloride was added, and stirred under reflux with heat for 8 hours. After the completion of the reaction, the reaction mixture was left and cooled to room temperature, diluted by adding... Reported procedure: To a solution of 5 g of 2-amino-3-nitrophenol in 10 mL DMF were added 4.9 g of K2CO3 and 3.6 mL of 2-iodopropane. The reaction mixture was stirred at rt overnight and then concentrated in vacuo. The residue was taken up in sat. aq. NH4Cl and extracted with EtOAc (3 times). The organic phases were combined, washed with water, brine, dried over MgSO4 and concentrated in vacuo. Purification by CC with EtOAc-Hept (2:8) afforded 5.2 g of 2-isopropoxy-6-nitro-phenylamine as orange oil. Product: C(C)(C)OC1=C(C(=CC=C1)[N+](=O)[O-])N (2-isopropoxy-6-nitro-phenylamine). The reactants are NC1=C(C=CC=C1[N+](=O)[O-])O (2-amino-3-nitrophenol), C(=O)([O-])[O-].[K+].[K+] (K2CO3), IC(C)C (2-iodopropane). Solvent: CN(C)C=O (DMF). Reaction SMILES: [NH2:1][C:2]1[C:7]([N+:8]([O-:10])=[O:9])=[CH:6][CH:5]=[CH:4][C:3]=1[OH:11].C([O-])([O-])=O.[K+].[K+].I[CH:19]([CH3:21])[CH3:20]>CN(C=O)C>[CH:19]([O:11][C:3]1[CH:4]=[CH:5][CH:6]=[C:7]([N+:8]([O-:10])=[O:9])[C:2]=1[NH2:1])([CH3:21])[CH3:20] |f:1.2.3|. Run at time 8 hour. Starting materials: CCOC(C)=O, [H-], CI, [Na+], C1CCOC1, O, CC(C)(C)OC(=O)NC(Cc1ccc(-c2ccccc2)cc1)C(=O)O. The product is CN(C(=O)OC(C)(C)C)C(Cc1ccc(-c2ccccc2)cc1)C(=O)O. As a reaction SMILES: [CH3:30][CH2:31][O:32][C:33](=[O:34])[CH3:35].[H-:28].[I:26][CH3:27].[Na+:29].[O:36]1[CH2:37][CH2:38][CH2:39][CH2:40]1.[OH2:41].[c:1]1(-[c:20]2[cH:21][cH:22][cH:23][cH:24][cH:25]2)[cH:2][cH:3][c:4]([CH2:7][CH:8]([C:9](=[O:10])[OH:11])[NH:12][C:13](=[O:14])[O:15][C:16]([CH3:17])([CH3:18])[CH3:19])[cH:5][cH:6]1>>[c:1]1(-[c:20]2[cH:21][cH:22][cH:23][cH:24][cH:25]2)[cH:2][cH:3][c:4]([CH2:7][CH:8]([C:9](=[O:10])[OH:11])[N:12]([C:13](=[O:14])[O:15][C:16]([CH3:17])([CH3:18])[CH3:19])[CH3:30])[cH:5][cH:6]1. Starting materials: cuprous oxide, C(C)(=O)OC1=CC=C2CCC(OC2=C1C)(C)COC1=CC=C(C=C1)N (7-acetoxy-2-(4-aminophenoxymethyl)-2,8-dimethylchroman), C(C=C)(=O)OCC (ethyl acrylate), N(=O)[O-].[Na+] (sodium nitrite), Cl (hydrochloric acid). The solvent is CC(=O)C (acetone), O (water). Product: C(C)(=O)OC1=CC=C2CCC(OC2=C1C)(C)COC1=CC=C(C=C1)CC(C(=O)OCC)Cl (Ethyl 3-[4-(7-acetoxy-2,8-dimethylchroman-2-ylmethoxy)-phenyl]-2-chloropropionate). Reaction SMILES: [C:1]([O:4][C:5]1[C:14]([CH3:15])=[C:13]2[C:8]([CH2:9][CH2:10][C:11]([CH2:17][O:18][C:19]3[CH:24]=[CH:23][C:22](N)=[CH:21][CH:20]=3)([CH3:16])[O:12]2)=[CH:7][CH:6]=1)(=[O:3])[CH3:2].N([O-])=O.[Na+].[ClH:30].[C:31]([O:35][CH2:36][CH3:37])(=[O:34])[CH:32]=[CH2:33]>O.CC(C)=O>[C:1]([O:4][C:5]1[C:14]([CH3:15])=[C:13]2[C:8]([CH2:9][CH2:10][C:11]([CH2:17][O:18][C:19]3[CH:24]=[CH:23][C:22]([CH2:33][CH:32]([Cl:30])[C:31]([O:35][CH2:36][CH3:37])=[O:34])=[CH:21][CH:20]=3)([CH3:16])[O:12]2)=[CH:7][CH:6]=1)(=[O:3])[CH3:2] |f:1.2|. Procedure: A procedure similar to that described in Preparation 5 was repeated, except that 1.3 g of 7-acetoxy-2-(4-aminophenoxymethyl)-2,8-dimethylchroman (prepared as described in Preparation 40), 340 mg of sodium nitrite, 1.3 ml of concentrated aqueous hydrochloric acid, 4 ml of ethyl acrylate, 60 mg of cuprous oxide, 10 ml of acetone and 0.5 ml of water were reacted, to afford 1.0 g of the title compound as a pale yellow oil.